Dataset: the Open Reaction Database (ORD), a public repository of structured organic reaction records. Task: describe an organic reaction: reactants, conditions, products, and yield Starting materials: CC(C)(C(=O)O)c1cccc(Br)c1, CN(C)C=O, CCOC(C)=O, O=C(Cl)C(=O)Cl, CC(=O)Nc1nc2ccc(Oc3cccc(N)c3)c(C#N)c2s1, C1CCOC1. The product is CC(=O)Nc1nc2ccc(Oc3cccc(NC(=O)C(C)(C)c4cccc(Br)c4)c3)c(C#N)c2s1. RXN SMILES: [Br:1][c:2]1[cH:3][c:4]([C:8]([C:9](=[O:10])[OH:11])([CH3:12])[CH3:13])[cH:5][cH:6][cH:7]1.[CH3:20][N:21]([CH3:22])[CH:23]=[O:24].[CH3:53][CH2:54][O:55][C:56](=[O:57])[CH3:58].[Cl:14][C:15]([C:16]([Cl:17])=[O:18])=[O:19].[NH2:25][c:26]1[cH:27][c:28]([O:29][c:30]2[c:31]([C:43]#[N:44])[c:32]3[c:33]([n:34][c:35]([NH:37][C:38]([CH3:39])=[O:40])[s:36]3)[cH:41][cH:42]2)[cH:45][cH:46][cH:47]1.[O:48]1[CH2:49][CH2:50][CH2:51][CH2:52]1>>[Br:1][c:2]1[cH:3][c:4]([C:8]([C:9](=[O:11])[NH:25][c:26]2[cH:27][c:28]([O:29][c:30]3[c:31]([C:43]#[N:44])[c:32]4[c:33]([n:34][c:35]([NH:37][C:38]([CH3:39])=[O:40])[s:36]4)[cH:41][cH:42]3)[cH:45][cH:46][cH:47]2)([CH3:12])[CH3:13])[cH:5][cH:6][cH:7]1.